Dataset: the Open Reaction Database (ORD), a public repository of structured organic reaction records. Task: describe an organic reaction: reactants, conditions, products, and yield Reactants: COc1c(CO)n(C)c(=O)c2ccc(Cl)cc12, [Na+], C1CCOC1, O=C([O-])O, O=S(Cl)Cl. The product is COc1c(CCl)n(C)c(=O)c2ccc(Cl)cc12. As a reaction SMILES: [Cl:1][c:2]1[cH:3][c:4]2[c:5]([O:16][CH3:17])[c:6]([CH2:14][OH:15])[n:7]([CH3:13])[c:8](=[O:12])[c:9]2[cH:10][cH:11]1.[Na+:22].[O:27]1[CH2:28][CH2:29][CH2:30][CH2:31]1.[OH:23][C:24](=[O:25])[O-:26].[S:18]([Cl:19])([Cl:20])=[O:21]>>[Cl:1][c:2]1[cH:3][c:4]2[c:5]([O:16][CH3:17])[c:6]([CH2:14][Cl:20])[n:7]([CH3:13])[c:8](=[O:12])[c:9]2[cH:10][cH:11]1. The reactants are CS(=O)(=O)OCC=1N=NSC1 (1,2,3-thiadiazol-4-ylmethanol methanesulfonate), S1C(=CC=C1)CC(=O)[O-].[Na+] (sodium thiolacetate), O1CCCC1 (tetrahydrofuran). Run in CCOCC (ether). Reaction conditions: temperature 23 celsius, time 1 hour. Product: C(C)(=O)SCC=1N=NSC1 (4-acetylthiomethyl-1,2,3-thiadiazole). As a reaction SMILES: CS(O[CH2:6][C:7]1[N:8]=[N:9][S:10][CH:11]=1)(=O)=O.[S:12]1C=CC=C1CC([O-])=O.[Na+].[O:22]1CC[CH2:24][CH2:23]1>CCOCC>[C:23]([S:12][CH2:6][C:7]1[N:8]=[N:9][S:10][CH:11]=1)(=[O:22])[CH3:24] |f:1.2|. Procedure: To a solution of 1,2,3-thiadiazol-4-ylmethanol methanesulfonate (0.90 g, 4.6 mmol) in tetrahydrofuran (9 mL) was added an aqueous solution (2 mL) of sodium thiolacetate [prepared from thiolacetic acid (0.38 mL, 5.3 mmol) and sodium bicarbonate (0.445 g, 5.3 mmol)]. The resulting mixture was stirred at 23° C. for 1 h and diluted with ether (75 mL). The organic solution was washed with water (3×3 mL), dried (MgSO4) and concentrated. The crude mixture was purified by chromatography (silica gel colu... Starting materials: C24H31NO5, C(C)OC([C@H](CC1=CC=C(C=C1)OCC(=O)O)OC)=O ((2S)-3-(4-carboxymethoxy-phenyl)-2-methoxy-propionic acid ethyl ester), C(CCC)NC(C)C1=CC=CC=C1 (butyl-(1-phenyl-ethyl)-amine), C(C)O[C@H](C(=O)O)CC1=CC=C(C=C1)O[C@H](C)C(NCCC1=CC=C(C=C1)OC1=CC=CC=C1)=O ((2S,1R)-2-ethoxy-3-(4-{1-[2-(4-phenoxy-phenyl)-ethylcarbamoyl]-ethoxy}-phenyl)-propionic acid). Product: C(CCC)N(C(=O)COC1=CC=C(C=C1)C[C@@H](C(=O)O)OC)C(C)C1=CC=CC=C1 ((2S)-3-(4-{[butyl-(1-phenyl-ethyl)-carbamoyl]-methoxy}-phenyl)-2-methoxy-propionic acid). Procedure details: The title compound was prepared from (2S)-3-(4-carboxymethoxy-phenyl)-2-methoxy-propionic acid ethyl ester (PREPARATION 3, step 2) and butyl-(1-phenyl-ethyl)-amine via the same procedure used for the preparation of (2S,1R)-2-ethoxy-3-(4-{1-[2-(4-phenoxy-phenyl)-ethylcarbamoyl]-ethoxy}-phenyl)-propionic acid (Example 1, step 3) to produce a colorless oil. MS (ES) for C24H31NO5 [M+H]+414. RXN SMILES: C([O:3][C:4](=[O:20])[C@@H:5]([O:18][CH3:19])[CH2:6][C:7]1[CH:12]=[CH:11][C:10]([O:13][CH2:14][C:15]([OH:17])=O)=[CH:9][CH:8]=1)C.[CH2:21]([NH:25][CH:26]([C:28]1[CH:33]=[CH:32][CH:31]=[CH:30][CH:29]=1)[CH3:27])[CH2:22][CH2:23][CH3:24].C(O[C@@H](CC1C=CC(O[C@@H](C(=O)NCCC2C=CC(OC3C=CC=CC=3)=CC=2)C)=CC=1)C(O)=O)C>>[CH2:21]([N:25]([CH:26]([C:28]1[CH:29]=[CH:30][CH:31]=[CH:32][CH:33]=1)[CH3:27])[C:15]([CH2:14][O:13][C:10]1[CH:9]=[CH:8][C:7]([CH2:6][C@H:5]([O:18][CH3:19])[C:4]([OH:3])=[O:20])=[CH:12][CH:11]=1)=[O:17])[CH2:22][CH2:23][CH3:24]. The reactants are N1C(=NC2=C1C=CC=C2)CN(CCN)C2CCCC=1C=CC=NC21 (N1-(1H-Benzimidazol-2-ylmethyl)-N1-(5,6,7,8-tetrahydro-quinolin-8-yl)-ethane-1,2-diamine), C(C)(C)(C)OC(=O)NC(=NC(=O)OC(C)(C)C)N1N=CC=C1 (N.N′-bis-(tert-butoxycarbonyl)-1H-pyrazole-1-carboxamidine), resultant mixture. Solvent: C1CCOC1 (THF). Product: C(C)(C)(C)OC(=O)NC(=NCCN(C1CCCC=2C=CC=NC12)CC1=NC2=C(N1)C=CC=C2)NC(=O)OC(C)(C)C (N,N′-bis(tert-butoxycarbonyl)-N″-{2-[(1H-Benzimidazol-2-ylmethyl)-(5,6,7,8-tetrahydro-quinolin-8-yl)-amino]-ethyl}-guanidine). Isolated yield 74.0%. RXN SMILES: [NH:1]1[C:5]2[CH:6]=[CH:7][CH:8]=[CH:9][C:4]=2[N:3]=[C:2]1[CH2:10][N:11]([CH:15]1[C:24]2[N:23]=[CH:22][CH:21]=[CH:20][C:19]=2[CH2:18][CH2:17][CH2:16]1)[CH2:12][CH2:13][NH2:14].[C:25]([O:29][C:30]([NH:32][C:33](N1C=CC=N1)=[N:34][C:35]([O:37][C:38]([CH3:41])([CH3:40])[CH3:39])=[O:36])=[O:31])([CH3:28])([CH3:27])[CH3:26]>C1COCC1>[C:38]([O:37][C:35]([NH:34][C:33]([NH:32][C:30]([O:29][C:25]([CH3:28])([CH3:27])[CH3:26])=[O:31])=[N:14][CH2:13][CH2:12][N:11]([CH2:10][C:2]1[NH:3][C:4]2[CH:9]=[CH:8][CH:7]=[CH:6][C:5]=2[N:1]=1)[CH:15]1[C:24]2[N:23]=[CH:22][CH:21]=[CH:20][C:19]=2[CH2:18][CH2:17][CH2:16]1)=[O:36])([CH3:41])([CH3:40])[CH3:39]. Reported procedure: Using General Procedure B: Reaction of N-(tert-butoxycarbonyl)-2-amino-acetaldehyde (0.204 g, 1.28 mmol) and (1H-Benzimidazol-2-ylmethyl)-(5,6,7,8-tetrahydro-quinolin-8-yl)-amine (0.284 g, 1.02 mmol) with NaBH(OAc)3 (0.430 g, 2.03 mmol) in CH2Cl2 (10 mL) provided 0.71 g of a yellow foam. The foam was dissolved in THF (10 mL) and treated with 6N hydrochloric acid (10 mL). The resultant solution was stirred at room temperature overnight. The solution was neutralized with solid K2CO3 (5 g), diluted... Reactants: COC(=O)N[C@H](C(=O)ON1C(CCC1=O)=O)C(C)C ((S)-2,5-dioxopyrrolidin-1-yl 2-(methoxycarbonylamino)-3-methylbutanoate), N1[C@H](C(=O)O)CCC1 (L-proline), O (water), CCN(C(C)C)C(C)C (DIEA). The solvent is CCCCCCC (Heptane), C(C)#N (acetonitrile), C(C)#N (acetonitrile). Run at time 8 hour. The product is COC(=O)N[C@H](C(=O)N1[C@@H](CCC1)C(=O)O)C(C)C ((S)-1-((S)-2-(methoxycarbonylamino)-3-methylbutanoyl)pyrrolidine-2-carboxylic acid). Yield: 106.8%. As a reaction SMILES: [NH:1]1[CH2:8][CH2:7][CH2:6][C@H:2]1[C:3]([OH:5])=[O:4].O.CCN(C(C)C)C(C)C.[CH3:19][O:20][C:21]([NH:23][C@@H:24]([CH:35]([CH3:37])[CH3:36])[C:25](ON1C(=O)CCC1=O)=[O:26])=[O:22]>C(#N)C.CCCCCCC>[CH3:19][O:20][C:21]([NH:23][C@@H:24]([CH:35]([CH3:37])[CH3:36])[C:25]([N:1]1[CH2:8][CH2:7][CH2:6][C@H:2]1[C:3]([OH:5])=[O:4])=[O:26])=[O:22]. Procedure: To a mixture of L-proline (4.44 g, 38.6 mmol), water (20 ml), acetonitrile (20 ml) and DIEA (9.5 g, 73.5 mmol) was added a solution of the product from Example 37A (10 g, 36.7 mmol) in acetonitrile (20 mL) over 10 minutes. The reaction mixture was stirred overnight at room temperature. The solution was concentrated under vacuum to remove the acetonitrile. To the resulting clear water solution was added 6N HCl (9 ml) until pH˜2. The solution was transferred to a separatory funnel and 25% NaCl (10...